This data is from the Open Reaction Database (ORD), a public repository of structured organic reaction records. The task is: describe an organic reaction: reactants, conditions, products, and yield Starting materials: CCOC(=O)COc1ccc(SCc2cc(C#CCc3ccccc3)cc(OCCCN3CCOCC3)c2)cc1C, CCO, Cl, [Na+], [OH-]. Product: Cc1cc(SCc2cc(C#CCc3ccccc3)cc(OCCCN3CCOCC3)c2)ccc1OCC(=O)O. As a reaction SMILES: [CH2:1]([CH3:2])[O:3][C:4]([CH2:5][O:6][c:7]1[c:8]([CH3:40])[cH:9][c:10]([S:13][CH2:14][c:15]2[cH:16][c:17]([O:30][CH2:31][CH2:32][CH2:33][N:34]3[CH2:35][CH2:36][O:37][CH2:38][CH2:39]3)[cH:18][c:19]([C:21]#[C:22][CH2:23][c:24]3[cH:25][cH:26][cH:27][cH:28][cH:29]3)[cH:20]2)[cH:11][cH:12]1)=[O:41].[CH3:45][CH2:46][OH:47].[ClH:44].[Na+:43].[OH-:42]>>[O:3]=[C:4]([CH2:5][O:6][c:7]1[c:8]([CH3:40])[cH:9][c:10]([S:13][CH2:14][c:15]2[cH:16][c:17]([O:30][CH2:31][CH2:32][CH2:33][N:34]3[CH2:35][CH2:36][O:37][CH2:38][CH2:39]3)[cH:18][c:19]([C:21]#[C:22][CH2:23][c:24]3[cH:25][cH:26][cH:27][cH:28][cH:29]3)[cH:20]2)[cH:11][cH:12]1)[OH:41].